This data is from the Open Reaction Database (ORD), a public repository of structured organic reaction records. The task is: describe an organic reaction: reactants, conditions, products, and yield Reactants: S1(N=CC=C1)=O (isothiazolone), 4,5-dichloro-n-octyl, CCCCCCCCN1C(=O)C=CS1 (Skane M-8), CN1C(=O)C=CS1.CN1C(=O)C=C(S1)Cl (Kathon 886), ClC1=CC(N(S1)C)=O (5-chloro-2-methyl-3-isothiazolone), CN1SC=CC1=O (2-methyl-3-isothiazolone), ClC1=CC(N(S1)C)=O (5-chloro-2-methyl-3-isothiazolone), ( B ), C(CCCCCCC)N1SC=CC1=O (2-n-octyl-3-isothiazolone), CCCCCCCCN1C(=O)C=CS1 (Kathon). The product is ClC=1C(N(SC1Cl)C)=O (4,5-dichloro-2-methyl-3-isothiazolone). As a reaction SMILES: S1(=O)C=CC=N1.C(N1C(=O)C=CS1)CCCCCCC.[Cl:21][C:22]1[S:26][N:25]([CH3:27])[C:24](=[O:28])[CH:23]=1.CN1SC=CC1=O.CN1SC([Cl:43])=CC1=O.CN1C(=O)C=CS1>>[Cl:43][C:23]1[C:24](=[O:28])[N:25]([CH3:27])[S:26][C:22]=1[Cl:21] |f:3.4|. Reported procedure: A number of isothiazolone compounds useful as component (B) in the present invention are available commercially from, for example, the Rohm & Haas Company, Philadelphia, Pa. under various trade names. For example, 2-n-octyl-3-isothiazolone is available under the general trade name Skane M-8. The corresponding 4,5-dichloro-n-octyl-derivative is available under the trade designation Kathon 287. The product 5-chloro-2-methyl-3-isothiazolone is available under the general trade designation Kathon 88... Starting materials: CCCN(CCC)CCC, COC1=NS(=O)(=O)N(C)C(Cl)=N1, ClCCCl, OCCc1ccccc1. The product is COC1=NS(=O)(=O)N(C)C(OCCc2ccccc2)=N1. Reaction SMILES: [CH2:10]([N:11]([CH2:12][CH2:13][CH3:14])[CH2:15][CH2:16][CH3:17])[CH2:18][CH3:19].[Cl:20][C:21]1=[N:22][C:23]([O:30][CH3:31])=[N:24][S:25](=[O:28])(=[O:29])[N:26]1[CH3:27].[Cl:32][CH2:33][CH2:34][Cl:35].[OH:1][CH2:2][CH2:3][c:4]1[cH:5][cH:6][cH:7][cH:8][cH:9]1>>[O:1]([CH2:2][CH2:3][c:4]1[cH:5][cH:6][cH:7][cH:8][cH:9]1)[C:21]1=[N:22][C:23]([O:30][CH3:31])=[N:24][S:25](=[O:28])(=[O:29])[N:26]1[CH3:27]. Reactants: O (water), FC1=CC=C(C=O)C=C1 (4-fluorobenzaldehyde), N1(CCCCC1)C1CCNCC1 ({1,4′}bipiperidinyl), C([O-])([O-])=O.[K+].[K+] (potassium carbonate). Run in CN(C)C=O (DMF). Reaction conditions: temperature 100 celsius. Yields the product N1(CCCCC1)C1CCN(CC1)C1=CC=C(C=O)C=C1 (4-{1,4′}Bipiperidinyl-1′-yl-benzaldehyde). Reaction SMILES: F[C:2]1[CH:9]=[CH:8][C:5]([CH:6]=[O:7])=[CH:4][CH:3]=1.[N:10]1([CH:16]2[CH2:21][CH2:20][NH:19][CH2:18][CH2:17]2)[CH2:15][CH2:14][CH2:13][CH2:12][CH2:11]1.C(=O)([O-])[O-].[K+].[K+].O>CN(C=O)C>[N:10]1([CH:16]2[CH2:21][CH2:20][N:19]([C:2]3[CH:9]=[CH:8][C:5]([CH:6]=[O:7])=[CH:4][CH:3]=3)[CH2:18][CH2:17]2)[CH2:15][CH2:14][CH2:13][CH2:12][CH2:11]1 |f:2.3.4|. Procedure details: A mixture of 4-fluorobenzaldehyde (1 mL), {1,4′}bipiperidinyl (829.6 mg), and potassium carbonate (0.72 g) in DMF (3 mL) was heated to 100° C. for 6 h. The cooled reaction mixture was poured into water (200 mL) and then extracted with DCM. Removal of the solvent and chromatography of the residue on silica gel (1-7% 2 M methanolic ammonia/DCM) gave the title compound (838.3 mg). The reactants are C(C)C=1C(=NC(=CN1)CC)N[C@@H]1CN(C[C@@H]1O)C(=O)OCC1=CC=CC=C1 (benzyl (3R,4S)-3-[(3,6-diethylpyrazin-2-yl)amino]-4-hydroxypyrrolidine-1-carboxylate), N[C@@H]1CN(C[C@H]1O)C(=O)OCC1=CC=CC=C1 (benzyl (trans)-3-amino-4-hydroxypyrrolidine-1-carboxylate). Product: C(C)C=1C(=NC(=CN1)CC)N[C@@H]1CN(C[C@H]1O)C(=O)OCC1=CC=CC=C1 (benzyl (trans)-3-[(3,6-diethylpyrazin-2-yl)amino]-4-hydroxypyrrolidine-1-carboxylate). As a reaction SMILES: [CH2:1]([C:3]1[C:4]([NH:11][C@H:12]2[C@@H:16]([OH:17])[CH2:15][N:14]([C:18]([O:20][CH2:21][C:22]3[CH:27]=[CH:26][CH:25]=[CH:24][CH:23]=3)=[O:19])[CH2:13]2)=[N:5][C:6]([CH2:9][CH3:10])=[CH:7][N:8]=1)[CH3:2].N[C@H]1[C@H](O)CN(C(OCC2C=CC=CC=2)=O)C1>>[CH2:1]([C:3]1[C:4]([NH:11][C@H:12]2[C@H:16]([OH:17])[CH2:15][N:14]([C:18]([O:20][CH2:21][C:22]3[CH:27]=[CH:26][CH:25]=[CH:24][CH:23]=3)=[O:19])[CH2:13]2)=[N:5][C:6]([CH2:9][CH3:10])=[CH:7][N:8]=1)[CH3:2]. Reported procedure: Following the procedure for the preparation of benzyl (3R,4S)-3-[(3,6-diethylpyrazin-2-yl)amino]-4-hydroxypyrrolidine-1-carboxylate but substituting benzyl (trans)-3-amino-4-hydroxypyrrolidine-1-carboxylate and making non-critical variations provided the title compound as a oil: 1H NMR (300 MHz, CDCl3) δ) 7.78, 7.39, 6.41, 6.22, 5.18, 4.51-3.95, 3.40, 2.65, 1.31-1.26; (MS/CI) calcd for C20H26N4O3+H 371.4, found 370.9. Reactants: CCOC(=O)C (EtOAc), [BH4-].[Na+] (sodium borohydride), O(C1=CC=CC=C1)C=1C=C(C=O)C=CC1 (3-phenoxybenzaldehyde), COC1=CC=C2NC=C(CCN)C2=C1 (5-methoxytryptamine). Solvent: CO (MeOH), CO (methanol). Reaction conditions: time 1 hour. The product is [NH4+].[OH-] (NH4OH), COC=1C=C2C(=CNC2=CC1)CCNCC1=CC(=CC=C1)OC1=CC=CC=C1 (N-(2-(5-Methoxy-1H-indol-3-yl)ethyl)-3-phenoxybenzylamine). Yield: 2.0%. RXN SMILES: [O:1]([C:8]1[CH:9]=[C:10]([CH:13]=[CH:14][CH:15]=1)[CH:11]=O)[C:2]1[CH:7]=[CH:6][CH:5]=[CH:4][CH:3]=1.[CH3:16][O:17][C:18]1[CH:29]=[C:28]2[C:21]([NH:22][CH:23]=[C:24]2[CH2:25][CH2:26][NH2:27])=[CH:20][CH:19]=1.[BH4-].[Na+].CCOC(C)=O>CO>[NH4+:22].[OH-:1].[CH3:16][O:17][C:18]1[CH:29]=[C:28]2[C:21](=[CH:20][CH:19]=1)[NH:22][CH:23]=[C:24]2[CH2:25][CH2:26][NH:27][CH2:11][C:10]1[CH:13]=[CH:14][CH:15]=[C:8]([O:1][C:2]2[CH:7]=[CH:6][CH:5]=[CH:4][CH:3]=2)[CH:9]=1 |f:2.3,6.7|. Procedure details: Combine 3-phenoxybenzaldehyde (5.6 ml, 26.7 mmol), 5-methoxytryptamine (5.0 g, 26.7 mmol) and 3 Å molecular sieves (1.0 g) in methanol (50 ml) and under argon and heat at reflux for 4 hours. Remove the molecular sieves by filtration and then slowly add sodium borohydride (3.0 g, 60.0 mmol) portionwise. Stir at room temperature for 1 hour and concentrate under reduced pressure, dissolve the concentrated reaction mixture in sodium hydroxide 1N (100 ml) and extract with dichloromethane (3×50 ml). C...